The task is: describe an organic reaction: reactants, conditions, products, and yield. This data is from the Open Reaction Database (ORD), a public repository of structured organic reaction records. Yields the product BrC=1C=C2C(=NNC2=CC1)C(=O)NCC1CCN(CC1)CC1=CC=C(O1)C(=O)OCC (Ethyl 5-{[4-({[(5-bromo-1H-indazol-3-yl)carbonyl]amino}methyl) piperidin-1-yl]methyl}furan-2-carboxylate). Starting materials: COC=1C=C2C(=NNC2=CC1)C(=O)NCC1CCN(CC1)CC=1SC=C(N1)C(=O)OC (methyl 2-{[4-({[(5-methoxy-1H-indazol-3-yl)carbonyl]amino}methyl)piperidin-1-yl]methyl}-1,3-thiazole-4-carboxylate), Cl.BrC=1C=C2C(=NNC2=CC1)C(=O)NCC1CCNCC1 (5-Bromo-N-(piperidin-4-ylmethyl)-1H-indazole-3-carboxamide hydrochloride), ClCC1=CC=C(O1)C(=O)OCC (ethyl 5-(chloromethyl)furan-2-carboxylate). Procedure: Ethyl 5-{[4-({[(5-bromo-1H-indazol-3-yl)carbonyl]amino}methyl) piperidin-1-yl]methyl}furan-2-carboxylate 15 was prepared, according to the procedure described for compound 7, from 11b and ethyl 5-(chloromethyl)furan-2-carboxylate. Yield: 300 mg, 62%. Reaction SMILES: COC1C=C2C(=CC=1)NN=C2C(NCC1CCN(CC2SC=C(C(OC)=O)N=2)CC1)=O.Cl.[Br:33][C:34]1[CH:35]=[C:36]2[C:40](=[CH:41][CH:42]=1)[NH:39][N:38]=[C:37]2[C:43]([NH:45][CH2:46][CH:47]1[CH2:52][CH2:51][NH:50][CH2:49][CH2:48]1)=[O:44].Cl[CH2:54][C:55]1[O:59][C:58]([C:60]([O:62][CH2:63][CH3:64])=[O:61])=[CH:57][CH:56]=1>>[Br:33][C:34]1[CH:35]=[C:36]2[C:40](=[CH:41][CH:42]=1)[NH:39][N:38]=[C:37]2[C:43]([NH:45][CH2:46][CH:47]1[CH2:48][CH2:49][N:50]([CH2:54][C:55]2[O:59][C:58]([C:60]([O:62][CH2:63][CH3:64])=[O:61])=[CH:57][CH:56]=2)[CH2:51][CH2:52]1)=[O:44] |f:1.2|. Reactants: CN(C)C=O, ClCCl, Cc1nc(-c2ccc(C(F)(F)F)cc2F)ccc1CO, O=S(Cl)Cl. Yields the product Cc1nc(-c2ccc(C(F)(F)F)cc2F)ccc1CCl. Reaction SMILES: [CH3:5][N:6]([CH3:7])[CH:8]=[O:9].[Cl:30][CH2:31][Cl:32].[F:10][c:11]1[c:12](-[c:21]2[cH:22][cH:23][c:24]([CH2:28][OH:29])[c:25]([CH3:27])[n:26]2)[cH:13][cH:14][c:15]([C:17]([F:18])([F:19])[F:20])[cH:16]1.[S:1]([Cl:2])([Cl:3])=[O:4]>>[Cl:3][CH2:28][c:24]1[cH:23][cH:22][c:21](-[c:12]2[c:11]([F:10])[cH:16][c:15]([C:17]([F:18])([F:19])[F:20])[cH:14][cH:13]2)[n:26][c:25]1[CH3:27]. The reactants are C(C)(C)(C)O[C@H](C(=O)O)C=1C(=C2C=CC(=NC2=CC1C)C(=O)OC)C1=CC=C(C=C1)Cl ((S)-2-tert-butoxy-2-(5-(4-chlorophenyl)-2-(methoxycarbonyl)-7-methylquinolin-6-yl)acetic acid), C(C)(C)(C)O[C@H](CO)C=1C(=C2C=CC(=NC2=CC1C)CN(C1=CC=CC=C1)C)C1=CC=C(C=C1)Cl ((S)-2-tert-butoxy-2-(5-(4-chlorophenyl)-7-methyl-2-((methyl(phenyl)amino)methyl)quinolin-6-yl)ethanol). Product: C(C)(C)(C)O[C@@H](C=1C(=C2C=CC(=NC2=CC1C)C(=O)O)C1=CC=C(C=C1)Cl)C(=O)O ((S)-6-(tert-Butoxy(carboxy)methyl)-5-(4-chlorophenyl)-7-methylquinoline-2-carboxylic acid). As a reaction SMILES: [C:1]([O:5][C@@H:6]([C:10]1[C:11]([C:25]2[CH:30]=[CH:29][C:28]([Cl:31])=[CH:27][CH:26]=2)=[C:12]2[C:17](=[CH:18][C:19]=1[CH3:20])[N:16]=[C:15]([C:21]([O:23]C)=[O:22])[CH:14]=[CH:13]2)[C:7]([OH:9])=[O:8])([CH3:4])([CH3:3])[CH3:2].C(O[C@@H](C1C(C2C=CC(Cl)=CC=2)=C2C(=CC=1C)N=C(CN(C)C1C=CC=CC=1)C=C2)CO)(C)(C)C>>[C:1]([O:5][C@H:6]([C:7]([OH:9])=[O:8])[C:10]1[C:11]([C:25]2[CH:26]=[CH:27][C:28]([Cl:31])=[CH:29][CH:30]=2)=[C:12]2[C:17](=[CH:18][C:19]=1[CH3:20])[N:16]=[C:15]([C:21]([OH:23])=[O:22])[CH:14]=[CH:13]2)([CH3:4])([CH3:2])[CH3:3]. Procedure: (S)-6-(tert-Butoxy(carboxy)methyl)-5-(4-chlorophenyl)-7-methylquinoline-2-carboxylic acid was prepared following the procedure used to prepare compound (S)-2-tert-butoxy-2-(5-(4-chlorophenyl)-2-(methoxycarbonyl)-7-methylquinolin-6-yl)acetic acid of Example 12, except that (S)-2-tert-butoxy-2-(5-(4-chlorophenyl)-7-methyl-2-((methyl(phenyl)amino)methyl)quinolin-6-yl)ethanol was used instead of (S)-2-tert-butoxy-2-(5-(4-chlorophenyl)-2-(methoxymethyl)-7-methylquinolin-6-yl)ethanol. 1H-NMR 300 MHz, ... Starting materials: N1CCCCC1 (Piperidine), ClC1=C(C=C(C(=C1)Cl)OC)NC1=C2C(=NC=C1C#N)C=C(S2)C2=CC=C(C=C2)C=O (7-[(2,4-dichloro-5-methoxyphenyl)amino]-2-(4-formylphenyl)thieno[3,2-b]pyridine-6-carbonitrile), C(C)(=O)O[BH-](OC(C)=O)OC(C)=O.[Na+] (sodium triacetoxyborohydride). Reagents/catalysts: C(C)(=O)O (acetic acid). Solvent: ClCCl (dichloromethane), CN(C=O)C (N,N-dimethylformamide). Reaction conditions: temperature 0 celsius, time 1.5 hour. The product is ClC1=C(C=C(C(=C1)Cl)OC)NC1=C2C(=NC=C1C#N)C=C(S2)C2=CC=C(C=C2)CN2CCCCC2 (7-[(2,4-dichloro-5-methoxyphenyl)amino]-2-[4-(piperidin-1-ylmethyl)phenyl]thieno[3,2-b]pyridine-6-carbonitrile). Isolated yield 17.8%. Reaction SMILES: [NH:1]1[CH2:6][CH2:5][CH2:4][CH2:3][CH2:2]1.[Cl:7][C:8]1[CH:13]=[C:12]([Cl:14])[C:11]([O:15][CH3:16])=[CH:10][C:9]=1[NH:17][C:18]1[C:23]([C:24]#[N:25])=[CH:22][N:21]=[C:20]2[CH:26]=[C:27]([C:29]3[CH:34]=[CH:33][C:32]([CH:35]=O)=[CH:31][CH:30]=3)[S:28][C:19]=12.C(O[BH-](OC(=O)C)OC(=O)C)(=O)C.[Na+]>ClCCl.CN(C)C=O.C(O)(=O)C>[Cl:7][C:8]1[CH:13]=[C:12]([Cl:14])[C:11]([O:15][CH3:16])=[CH:10][C:9]=1[NH:17][C:18]1[C:23]([C:24]#[N:25])=[CH:22][N:21]=[C:20]2[CH:26]=[C:27]([C:29]3[CH:34]=[CH:33][C:32]([CH2:35][N:1]4[CH2:6][CH2:5][CH2:4][CH2:3][CH2:2]4)=[CH:31][CH:30]=3)[S:28][C:19]=12 |f:2.3|. Procedure: Piperidine (50 mg, 0.59 mmol) is added to a suspension of 7-[(2,4-dichloro-5-methoxyphenyl)amino]-2-(4-formylphenyl)thieno[3,2-b]pyridine-6-carbonitrile (200 mg, 0.44 mmol) in 4 mL of dichloromethane and 1 mL of N,N-dimethylformamide. The reaction mixture is cooled to 0° C. and sodium triacetoxyborohydride (500 mg, 2.4 mmol) is added. After stirring at 0° C. for 1.5 hours, a few drops of acetic acid are added and the reaction mixture is allowed to warm to room temperature and stirred overnight. ... Starting materials: NC1=C(C(N(C(N1C)=O)C)=O)C(CC#N)=O (6-amino-5-(2-cyanoacetyl)-1,3-dimethyluracil), C([O-])([O-])=O.[Na+].[Na+] (sodium carbonate). The solvent is O (water). The product is NC=1C=C(C2=C(N(C(N(C2=O)C)=O)C)N1)O (7-amino-5-hydroxy-1,3dimethylpyrido[2,3-d]pyrimidine-2,4-dione). Isolated yield 90.1%. As a reaction SMILES: [NH2:1][C:2]1[N:7]([CH3:8])[C:6](=[O:9])[N:5]([CH3:10])[C:4](=[O:11])[C:3]=1[C:12](=[O:16])[CH2:13][C:14]#[N:15].C(=O)([O-])[O-].[Na+].[Na+]>O>[NH2:15][C:14]1[CH:13]=[C:12]([OH:16])[C:3]2[C:4](=[O:11])[N:5]([CH3:10])[C:6](=[O:9])[N:7]([CH3:8])[C:2]=2[N:1]=1 |f:1.2.3|. Procedure: 1.21 g of 6-amino-5-(2-cyanoacetyl)-1,3-dimethyluracil and 2.90 g of sodium carbonate were added to 20 ml of water, and the solution was heated under reflux for 1 hr. After cooling, the precipitate was separated from the solution by filtration to give 1.09 g of 7-amino-5-hydroxy-1,3dimethylpyrido[2,3-d]pyrimidine-2,4-dione (Compound 18). The reactants are O=C([O-])[O-], C=CCBr, CN(C)C=O, [K+], [K+], O, c1ccc(-n2nc(N3CCNCC3)c3ccccc32)cc1. Product: C=CCN1CCN(c2nn(-c3ccccc3)c3ccccc23)CC1. Reaction SMILES: [C:22](=[O:23])([O-:24])[O-:25].[CH2:28]([CH:29]=[CH2:30])[Br:31].[CH3:33][N:34]([CH3:35])[CH:36]=[O:37].[K+:26].[K+:27].[OH2:32].[c:1]1(-[n:7]2[n:8][c:9]([N:16]3[CH2:17][CH2:18][NH:19][CH2:20][CH2:21]3)[c:10]3[cH:11][cH:12][cH:13][cH:14][c:15]23)[cH:2][cH:3][cH:4][cH:5][cH:6]1>>[c:1]1(-[n:7]2[n:8][c:9]([N:16]3[CH2:17][CH2:18][N:19]([CH2:30][CH:29]=[CH2:28])[CH2:20][CH2:21]3)[c:10]3[cH:11][cH:12][cH:13][cH:14][c:15]23)[cH:2][cH:3][cH:4][cH:5][cH:6]1. The reactants are COc1ccc2nc(SC)ccc2c1Br, [Li]C(C)(C)C, C1CCOC1, COc1ccc(C=O)cc1, CCCCC. The product is COc1ccc(C(O)c2c(OC)ccc3nc(SC)ccc23)cc1. RXN SMILES: [Br:1][c:2]1[c:3]2[cH:4][cH:5][c:6]([S:14][CH3:15])[n:7][c:8]2[cH:9][cH:10][c:11]1[O:12][CH3:13].[C:16]([Li:17])([CH3:18])([CH3:19])[CH3:20].[CH2:31]1[O:32][CH2:33][CH2:34][CH2:35]1.[CH3:21][O:22][c:23]1[cH:24][cH:25][c:26]([CH:27]=[O:28])[cH:29][cH:30]1.[CH3:36][CH2:37][CH2:38][CH2:39][CH3:40]>>[c:2]1([CH:27]([c:26]2[cH:25][cH:24][c:23]([O:22][CH3:21])[cH:30][cH:29]2)[OH:28])[c:3]2[cH:4][cH:5][c:6]([S:14][CH3:15])[n:7][c:8]2[cH:9][cH:10][c:11]1[O:12][CH3:13].